From a dataset of the Open Reaction Database (ORD), a public repository of structured organic reaction records. describe an organic reaction: reactants, conditions, products, and yield Starting materials: CO, CN1CCN(Cc2ccc(NC(=O)N3CCCCc4cc(Oc5cc(Cl)nc(N)n5)ccc43)cc2C(F)(F)F)CC1. Product: CN1CCN(Cc2ccc(NC(=O)N3CCCCc4cc(Oc5ccnc(N)n5)ccc43)cc2C(F)(F)F)CC1. Reaction SMILES: [CH3:42][OH:43].[F:1][C:2]([c:3]1[cH:4][c:5]([NH:17][C:18](=[O:19])[N:20]2[c:21]3[c:22]([cH:27][c:28]([O:31][c:32]4[n:33][c:34]([NH2:39])[n:35][c:36]([Cl:38])[cH:37]4)[cH:29][cH:30]3)[CH2:23][CH2:24][CH2:25][CH2:26]2)[cH:6][cH:7][c:8]1[CH2:9][N:10]1[CH2:11][CH2:12][N:13]([CH3:16])[CH2:14][CH2:15]1)([F:40])[F:41]>>[F:1][C:2]([c:3]1[cH:4][c:5]([NH:17][C:18](=[O:19])[N:20]2[c:21]3[c:22]([cH:27][c:28]([O:31][c:32]4[n:33][c:34]([NH2:39])[n:35][cH:36][cH:37]4)[cH:29][cH:30]3)[CH2:23][CH2:24][CH2:25][CH2:26]2)[cH:6][cH:7][c:8]1[CH2:9][N:10]1[CH2:11][CH2:12][N:13]([CH3:16])[CH2:14][CH2:15]1)([F:40])[F:41]. The reactants are CCOC(C)=O, Cc1n[nH]c(Br)c1Cl, CCCCCC, COc1cc(N2CCN(C(=O)CCl)C(C)C2)ccc1Cl, [K+], [K+], O=C([O-])[O-], CN(C)C=O. Yields the product COc1cc(N2CCN(C(=O)Cn3nc(C)c(Cl)c3Br)C(C)C2)ccc1Cl. RXN SMILES: [C:40]([O:41][CH2:42][CH3:43])(=[O:44])[CH3:45].[CH3:1][c:2]1[n:3][nH:4][c:5]([Br:8])[c:6]1[Cl:7].[CH3:46][CH2:47][CH2:48][CH2:49][CH2:50][CH3:51].[Cl:15][CH2:16][C:17](=[O:18])[N:19]1[CH:20]([CH3:34])[CH2:21][N:22]([c:25]2[cH:26][c:27]([O:32][CH3:33])[c:28]([Cl:31])[cH:29][cH:30]2)[CH2:23][CH2:24]1.[K+:10].[K+:9].[O-:11][C:12]([O-:13])=[O:14].[O:35]=[CH:36][N:37]([CH3:38])[CH3:39]>>[CH3:1][c:2]1[n:3][n:4]([CH2:16][C:17](=[O:18])[N:19]2[CH:20]([CH3:34])[CH2:21][N:22]([c:25]3[cH:26][c:27]([O:32][CH3:33])[c:28]([Cl:31])[cH:29][cH:30]3)[CH2:23][CH2:24]2)[c:5]([Br:8])[c:6]1[Cl:7]. The reactants are C(C1=CC=CC=C1)OC(=O)C1=C(NC(=C(C1C1=C(C=CC=C1)Cl)C(NC(C)(C)C)=O)C)COCCN1C(=NC2=C1C=CC=C2)C (3-benzyloxycarbonyl-5-(N-t-butylcarbamoyl)-4-(2-chlorophenyl)-6-methyl-2-[2-(2-methylbenzimidazol-1-yl)ethoxymethyl]-1,4-dihydropyridine). Reagents/catalysts: [Pd] (Palladium on carbon). The solvent is C(C)O (ethanol). Reaction conditions: temperature 28 celsius, time 5 hour. Yields the product C(C)(C)(C)NC(=O)C=1C(C(=C(NC1C)COCCN1C(=NC2=C1C=CC=C2)C)C(=O)O)C2=C(C=CC=C2)Cl (5-(N-t-Butylcarbamoyl)-3-carboxy-4-(2-chlorophenyl)-6-methyl-2-[2-(2-methylbenzimidazol-1-yl)ethoxymethyl]-1,4-dihydropyridine). Yield: 78.5%. As a reaction SMILES: C([O:8][C:9]([C:11]1[CH:16]([C:17]2[CH:22]=[CH:21][CH:20]=[CH:19][C:18]=2[Cl:23])[C:15]([C:24](=[O:30])[NH:25][C:26]([CH3:29])([CH3:28])[CH3:27])=[C:14]([CH3:31])[NH:13][C:12]=1[CH2:32][O:33][CH2:34][CH2:35][N:36]1[C:40]2[CH:41]=[CH:42][CH:43]=[CH:44][C:39]=2[N:38]=[C:37]1[CH3:45])=[O:10])C1C=CC=CC=1>[Pd].C(O)C>[C:26]([NH:25][C:24]([C:15]1[CH:16]([C:17]2[CH:22]=[CH:21][CH:20]=[CH:19][C:18]=2[Cl:23])[C:11]([C:9]([OH:10])=[O:8])=[C:12]([CH2:32][O:33][CH2:34][CH2:35][N:36]2[C:40]3[CH:41]=[CH:42][CH:43]=[CH:44][C:39]=3[N:38]=[C:37]2[CH3:45])[NH:13][C:14]=1[CH3:31])=[O:30])([CH3:27])([CH3:28])[CH3:29]. Reported procedure: Palladium on carbon (0.10 g; 5%) was added to a solution of 3-benzyloxycarbonyl-5-(N-t-butylcarbamoyl)-4-(2-chlorophenyl)-6-methyl-2-[2-(2-methylbenzimidazol-1-yl)ethoxymethyl]-1,4-dihydropyridine (0.143 g, 0.23 mmol) in ethanol (8 ml) and the mixture stirred under hydrogen (1 bar) at 28° C. for 5 hours. The catalyst was removed by filtration, the solvent evaporated and the residue triturated with hot diethyl ether to yield the title product as a white solid (0.097 g, 79%), m.p. 187°-188° C. Fou... Reactants: C1(=CC=CC=C1)C1=NCC=2N(C3=C1C=C(C=C3)Cl)C(=NN2)C=O (6-phenyl-8-chloro-4H-s-triazolo[4,3-a][1,4]benzodiazepine-1-carboxaldehyde), [C-]#N.[Na+] (sodium cyanide), N (ammonia), C(Cl)Cl (methylene chloride). The reagents and catalysts are [O-2].[O-2].[Mn+4] (manganese dioxide), [O-2].[O-2].[Mn+4] (manganese dioxide). Solvent: C(C)(C)O (isopropanol), C(C)(C)O (isopropanol). Run at time 5 minute. The product is C1(=CC=CC=C1)C1=NCC=2N(C3=C1C=C(C=C3)Cl)C(=NN2)C(=O)N (6-phenyl-8-chloro-4H-s-triazolo[4,3-a][1,4]benzodiazepine-1-carboxamide). Reaction SMILES: [C-]#[N:2].[Na+].N.[C:5]1([C:11]2[C:17]3[CH:18]=[C:19]([Cl:22])[CH:20]=[CH:21][C:16]=3[N:15]3[C:23]([CH:26]=[O:27])=[N:24][N:25]=[C:14]3[CH2:13][N:12]=2)[CH:10]=[CH:9][CH:8]=[CH:7][CH:6]=1.C(Cl)Cl>C(O)(C)C.[O-2].[O-2].[Mn+4]>[C:5]1([C:11]2[C:17]3[CH:18]=[C:19]([Cl:22])[CH:20]=[CH:21][C:16]=3[N:15]3[C:23]([C:26]([NH2:2])=[O:27])=[N:24][N:25]=[C:14]3[CH2:13][N:12]=2)[CH:6]=[CH:7][CH:8]=[CH:9][CH:10]=1 |f:0.1,6.7.8|. Reported procedure: 0.245 g (0.005 mole) of sodium cyanide is added at 0°, with stirring, to the saturated solution of ammonia in 15 ml of isopropanol. After 5 minutes, a solution of 0.322 g (0.001 mole) of 6-phenyl-8-chloro-4H-s-triazolo[4,3-a][1,4]benzodiazepine-1-carboxaldehyde in ca. 10 ml of isopropanol is added together with 0.87 g of manganese dioxide. After a further 10 minutes, another addition is made of 0.87 g (total 0.02 mole) of manganese dioxide, and the mixture stirred for 4 hours at 0°. After the ad... As a reaction SMILES: [OH-].[Fe+2:2].[OH-].[C:4]([OH:7])(=[O:6])[CH3:5]>>[C:4]([O-:7])(=[O:6])[CH3:5].[Fe+2:2].[C:4]([O-:7])(=[O:6])[CH3:5] |f:0.1.2,4.5.6|. Procedure: Iron(II) acetate was prepared using the same method as the Example 1 except that 1 g of iron hydroxide prepared in the Example 1 and 100 g of acetic acid were put into a three-neck round bottom flask and reacted at a temperature of 25° C. for 24 hour. The product is C(C)(=O)[O-].[Fe+2].C(C)(=O)[O-] (Iron(II) acetate). The reactants are [OH-].[Fe+2].[OH-] (iron hydroxide), C(C)(=O)O (acetic acid). Reactants: C([O-])([O-])=O.[Na+].[Na+] (sodium carbonate), O (water), C(C)OC(C1=CN=C(C=C1)Cl)=O (6-chloronicotinic acid ethyl ester), C1(=CC=CC=C1)OB(O)O (phenylboric acid). Reagents/catalysts: C=1C=CC(=CC1)[P](C=2C=CC=CC2)(C=3C=CC=CC3)[Pd]([P](C=4C=CC=CC4)(C=5C=CC=CC5)C=6C=CC=CC6)([P](C=7C=CC=CC7)(C=8C=CC=CC8)C=9C=CC=CC9)[P](C=1C=CC=CC1)(C=1C=CC=CC1)C=1C=CC=CC1 (tetrakis(triphenylphosphine)palladium). The solvent is O1CCOCC1 (dioxane). The product is C(C)OC(C1=CN=C(C=C1)C1=CC=CC=C1)=O (6-phenylnicotinic acid ethyl ester). Yield: 86.8%. RXN SMILES: [CH2:1]([O:3][C:4](=[O:12])[C:5]1[CH:10]=[CH:9][C:8](Cl)=[N:7][CH:6]=1)[CH3:2].[C:13]1(OB(O)O)[CH:18]=[CH:17][CH:16]=[CH:15][CH:14]=1.C(=O)([O-])[O-].[Na+].[Na+].O>O1CCOCC1.C1C=CC([P]([Pd]([P](C2C=CC=CC=2)(C2C=CC=CC=2)C2C=CC=CC=2)([P](C2C=CC=CC=2)(C2C=CC=CC=2)C2C=CC=CC=2)[P](C2C=CC=CC=2)(C2C=CC=CC=2)C2C=CC=CC=2)(C2C=CC=CC=2)C2C=CC=CC=2)=CC=1>[CH2:1]([O:3][C:4](=[O:12])[C:5]1[CH:10]=[CH:9][C:8]([C:13]2[CH:18]=[CH:17][CH:16]=[CH:15][CH:14]=2)=[N:7][CH:6]=1)[CH3:2] |f:2.3.4,^1:39,41,60,79|. Procedure details: Under nitrogen atmosphere, 6-chloronicotinic acid ethyl ester (24.0 g) and phenylboric acid (23.6 g) were dissolved in dioxane (200 mL) and aqueous sodium carbonate solution (2M, 100 mL), tetrakis(triphenylphosphine)palladium (7.0 g) was added, and the mixture was refluxed for 8 hr. The reaction mixture was cooled, water was added thereto, and the mixture was extracted with ethyl acetate. The organic layer was washed with saturated brine and dried over anhydrous sodium sulfate. The solvent was e... Reactants: C(C)(=O)NCCC1=CC=C(C=C1)C=1C=C2C(=CNC2=C(C1)C(=O)N)C1CCN(CC1)S(=O)(=O)CC (5-{4-[2-(acetylamino)ethyl]phenyl}-3-[1-(ethylsulfonyl)-4-piperidinyl]-1H-indole-7-carboxamide), BrC1=CC=C(C=C1)CCNC(C)=O (N-[2-(4-bromophenyl)ethyl]acetamide). Yields the product C1(CCCCC1)C(=O)NCCC1=CC=C(C=C1)C=1C=C2C(=CNC2=C(C1)C(=O)N)C1CCN(CC1)S(=O)(=O)CC (5-(4-{2-[(cyclohexylcarbonyl)amino]ethyl}phenyl)-3-[1-(ethylsulfonyl)-4-piperidinyl]-1H-indole-7-carboxamide). Yield: 52.5%. As a reaction SMILES: [C:1]([NH:4][CH2:5][CH2:6][C:7]1[CH:12]=[CH:11][C:10]([C:13]2[CH:14]=[C:15]3[C:19](=[C:20]([C:22]([NH2:24])=[O:23])[CH:21]=2)[NH:18][CH:17]=[C:16]3[CH:25]2[CH2:30][CH2:29][N:28]([S:31]([CH2:34][CH3:35])(=[O:33])=[O:32])[CH2:27][CH2:26]2)=[CH:9][CH:8]=1)(=[O:3])[CH3:2].Br[C:37]1[CH:42]=[CH:41]C(CCNC(=O)C)=[CH:39][CH:38]=1>>[CH:2]1([C:1]([NH:4][CH2:5][CH2:6][C:7]2[CH:12]=[CH:11][C:10]([C:13]3[CH:14]=[C:15]4[C:19](=[C:20]([C:22]([NH2:24])=[O:23])[CH:21]=3)[NH:18][CH:17]=[C:16]4[CH:25]3[CH2:30][CH2:29][N:28]([S:31]([CH2:34][CH3:35])(=[O:32])=[O:33])[CH2:27][CH2:26]3)=[CH:9][CH:8]=2)=[O:3])[CH2:41][CH2:42][CH2:37][CH2:38][CH2:39]1. Procedure: The title compound was prepared according to the general procedure of 5-{4-[2-(acetylamino)ethyl]phenyl}-3-[1-(ethylsulfonyl)-4-piperidinyl]-1H-indole-7-carboxamide, substituting N-[2-(4-bromophenyl)ethyl]cyclohexanecarboxamide (100 mg, 0.324 mmol) for N-[2-(4-bromophenyl)ethyl]acetamide. Purified by flash chromatography to afford 32 mg of the title compound (52.5%). Reactants: FC(C(C(=O)OC)C(F)(F)F)(F)F (methyl 2-(trifluoromethyl)-3,3,3-trifluoropropionate), C(C)(=O)[O-].[K+] (potassium acetate). Run in O (water), O (water). The product is FC(CC(=O)OC)(F)F (methyl 3,3,3-trifluoropropionate). Yield: 76.1%. RXN SMILES: [F:1][C:2]([F:13])([F:12])[CH:3](C(F)(F)F)[C:4]([O:6][CH3:7])=[O:5].C([O-])(=O)C.[K+]>O>[F:1][C:2]([F:13])([F:12])[CH2:3][C:4]([O:6][CH3:7])=[O:5] |f:1.2|. Procedure details: To a solution of 105 g (0.5 mol) of methyl 2-(trifluoromethyl)-3,3,3-trifluoropropionate in 250 ml of water, a solution of 150 g (1.5 mol) of potassium acetate in 500 ml of water was added dropwise and the mixture was refluxed for 5 hours. After separation of the oily layer, extraction was made from the water layer that was left using methylene chloride. The oily layer and extracted fraction were joined and dried. After evaporation of methylene chloride under atmospheric pressure, purification b... Reaction conditions: time 1 hour. Product: C1(=CC=CC=C1)C=1C(=NNC1CCO)C1=CC=C(C=C1)C (2-(4-Phenyl-3-p-tolyl-1H-pyrazol-5-yl)ethanol). RXN SMILES: [CH2:1]([C:4]1[NH:8][N:7]=[C:6]([C:9]2[CH:14]=[CH:13][C:12]([CH3:15])=[CH:11][CH:10]=2)[C:5]=1[C:16]1[CH:21]=[CH:20][CH:19]=[CH:18][CH:17]=1)[CH:2]=C.ClCCl.[BH4-].[Na+].C[OH:28]>>[C:16]1([C:5]2[C:6]([C:9]3[CH:14]=[CH:13][C:12]([CH3:15])=[CH:11][CH:10]=3)=[N:7][NH:8][C:4]=2[CH2:1][CH2:2][OH:28])[CH:21]=[CH:20][CH:19]=[CH:18][CH:17]=1 |f:2.3|. Procedure details: 5-Allyl-4-phenyl-3-p-tolyl-1H-pyrazole (1.0 g, 3.64 mmol) was dissolved in methanol (40 mL) and dichloromethane (10 mL) and cooled to −78° C. on a dry-ice/acetone bath. Ozone was bubbled through the solution for h, until the solution appeared light blue. To the reaction was added sodium borohydride (0.138 g, 3.64 mmol) and the reaction was removed from the dry-ice bath and stirred at room temperature for 1 h. Excess solvent was removed under reduced pressure and the reaction was extracted with E... Reactants: ClCCl (dichloromethane), C(C=C)C1=C(C(=NN1)C1=CC=C(C=C1)C)C1=CC=CC=C1 (5-Allyl-4-phenyl-3-p-tolyl-1H-pyrazole), CO (methanol), [BH4-].[Na+] (sodium borohydride). The reactants are C(C)(C)OC(N(C(C)C)CCNC=1C=CC=2N(N1)C(=CN2)Br)=O ([2-(3-bromo-imidazo[1,2-b]pyridazin-6-ylamino)-ethyl]-isopropyl-carbamic acid isopropyl ester), C1(CC1)[B-](F)(F)F.[K+] (potassium cyclopropyltrifluoroborate), C([O-])([O-])=O.[Cs+].[Cs+] (cesium carbonate), ClCCl (dichloromethane), 4d, N#N (N2), N#N (N2). The reagents and catalysts are C1=CC=C(C=C1)P([C-]2C=CC=C2)C3=CC=CC=C3.C1=CC=C(C=C1)P([C-]2C=CC=C2)C3=CC=CC=C3.Cl[Pd]Cl.[Fe+2] ([1,1′-bis(diphenylphosphino)ferrocene]dichloropalladium(II)). The solvent is C1CCOC1 (THF), O (water). The product is C(C)(C)OC(N(C(C)C)CCNC=1C=CC=2N(N1)C(=CN2)C2CC2)=O ([2-(3-cyclopropyl-imidazo[1,2-b]pyridazin-6-ylamino)-ethyl]-isopropyl-carbamic acid isopropyl ester). Yield: 9.0%. RXN SMILES: [CH:1]([O:4][C:5](=[O:23])[N:6]([CH2:10][CH2:11][NH:12][C:13]1[CH:14]=[CH:15][C:16]2[N:17]([C:19](Br)=[CH:20][N:21]=2)[N:18]=1)[CH:7]([CH3:9])[CH3:8])([CH3:3])[CH3:2].[CH:24]1([B-](F)(F)F)[CH2:26][CH2:25]1.[K+].C(=O)([O-])[O-].[Cs+].[Cs+].ClCCl.N#N>C1COCC1.C1C=CC(P(C2C=CC=CC=2)[C-]2C=CC=C2)=CC=1.C1C=CC(P(C2C=CC=CC=2)[C-]2C=CC=C2)=CC=1.Cl[Pd]Cl.[Fe+2].O>[CH:1]([O:4][C:5](=[O:23])[N:6]([CH2:10][CH2:11][NH:12][C:13]1[CH:14]=[CH:15][C:16]2[N:17]([C:19]([CH:24]3[CH2:26][CH2:25]3)=[CH:20][N:21]=2)[N:18]=1)[CH:7]([CH3:9])[CH3:8])([CH3:3])[CH3:2] |f:1.2,3.4.5,9.10.11.12|. Procedure details: A solution of 10% (v/v) water in THF (25 mL) was added to a mixture of [2-(3-bromo-imidazo[1,2-b]pyridazin-6-ylamino)-ethyl]-isopropyl-carbamic acid isopropyl ester (515.1 mg, 1.34 mmol), potassium cyclopropyltrifluoroborate [1065010-87-1] (396.8 mg, 2.7 mmol), cesium carbonate [534-17-8] (1.3 g, 4.0 mmol), and [1,1′-bis(diphenylphosphino)ferrocene]dichloropalladium(II), complex with dichloromethane [95464-05-4] (110.4 mg, 0.1 mmol) contained in a 50 mL round bottomed flask. The reaction pot was...